Dataset: the Open Reaction Database (ORD), a public repository of structured organic reaction records. Task: describe an organic reaction: reactants, conditions, products, and yield The reactants are C1(=CC=CC=C1)[Mg]Br (phenylmagnesium bromide), O=C1NC2=C(N1C1CCN(CC1)C1(CCCCCC1)C#N)C=CC=C2 (1-[4-(2-oxo-2,3-dihydro-1H-1,3-benzimidazol-1-yl)piperidino]-1-cycloheptanecarbonitrile). Product: C1(=CC=CC=C1)C1(CCCCCC1)N1CCC(CC1)N1C(NC2=C1C=CC=C2)=O (1-[1-(1-Phenylcycloheptyl)-4-piperidinyl]-1,3-dihydro-2H-1,3- benzimidazol-2-one). The yield is 56.0%. As a reaction SMILES: [C:1]1([Mg]Br)[CH:6]=[CH:5][CH:4]=[CH:3][CH:2]=1.[O:9]=[C:10]1[N:14]([CH:15]2[CH2:20][CH2:19][N:18]([C:21]3(C#N)[CH2:27][CH2:26][CH2:25][CH2:24][CH2:23][CH2:22]3)[CH2:17][CH2:16]2)[C:13]2[CH:30]=[CH:31][CH:32]=[CH:33][C:12]=2[NH:11]1>>[C:1]1([C:21]2([N:18]3[CH2:19][CH2:20][CH:15]([N:14]4[C:13]5[CH:30]=[CH:31][CH:32]=[CH:33][C:12]=5[NH:11][C:10]4=[O:9])[CH2:16][CH2:17]3)[CH2:22][CH2:23][CH2:24][CH2:25][CH2:26][CH2:27]2)[CH:6]=[CH:5][CH:4]=[CH:3][CH:2]=1. Procedure: This was prepared according to the procedure described in Example 1 using phenylmagnesium bromide and 1-[4-(2-oxo-2,3-dihydro-1H-1,3-benzimidazol-1-yl)piperidino]-1-cycloheptanecarbonitrile. Yield was 56%. The reactants are C(=O)(O)C1CNCCCC1 (3-carboxyperhydroazepine), C(C1=CC=CC=C1)O (benzyl alcohol), S(=O)(Cl)Cl (thionyl chloride), CCOCC (ether). Run at time 48 hour. The product is C(C1=CC=CC=C1)OC(=O)C1CNCCCC1 (3-benzyloxycarbonylperhydroazepine). As a reaction SMILES: [C:1]([CH:4]1[CH2:10][CH2:9][CH2:8][CH2:7][NH:6][CH2:5]1)([OH:3])=[O:2].S(Cl)(Cl)=O.CCOCC.[CH2:20](O)[C:21]1[CH:26]=[CH:25][CH:24]=[CH:23][CH:22]=1>>[CH2:20]([O:2][C:1]([CH:4]1[CH2:10][CH2:9][CH2:8][CH2:7][NH:6][CH2:5]1)=[O:3])[C:21]1[CH:26]=[CH:25][CH:24]=[CH:23][CH:22]=1. Procedure: Suspend 1.15 g 3-carboxyperhydroazepine [P. Krogsgaard-Larsen et al., Acta Chem. Scand., B32, 327 (1978)] in 8 ml benzyl alcohol. Cool the mixture to 0° and add 1 ml thionyl chloride. Stir the mixture at room temperature for 48 hours, then add it dropwise to 300 ml ether with vigorous stirring. Decant the ether and dissolve the residue in H2O. Wash the aqueous solution with ether, then make it to pH 12 and extract with ethyl acetate. Dry the extracts and concentrate in vacuo to obtain 3-benzylox...